describe an organic reaction: reactants, conditions, products, and yield From a dataset of the Open Reaction Database (ORD), a public repository of structured organic reaction records. Reactants: C(C)(C)(C)C1=CC(=C(C=N1)C=1N([C@]([C@](N1)(C)C1=CC=C(C=C1)Cl)(C)C1=CC=C(C=C1)Cl)C(=O)N1CCN(CC1)CC(=O)NC=1C=NC=CC1)OCC (2-{4-[(4S,5R)-2-(6-tert-Butyl-4-ethoxy-pyridin-3-yl)-4,5-bis-(4-chloro-phenyl)-4,5-dimethyl-4,5-dihydro-imidazole-1-carbonyl]-piperazin-1-yl}-N-pyridin-3-yl-acetamide), C(C)I (ethyl iodide), [H-].[Na+] (sodium hydride). Yields the product C(C)(C)(C)C1=CC(=C(C=N1)C=1N([C@]([C@](N1)(C)C1=CC=C(C=C1)Cl)(C)C1=CC=C(C=C1)Cl)C(=O)N1CCN(CC1)CC(=O)N(C=1C=NC=CC1)CC)OCC (2-{4-[(4S,5R)-2-(6-tert-Butyl-4-ethoxy-pyridin-3-yl)-4,5-bis-(4-chloro-phenyl)-4,5-dimethyl-4,5-dihydro-imidazole-1-carbonyl]-piperazin-1-yl}-N-ethyl-N-pyridin-3-yl-acetamide). As a reaction SMILES: [C:1]([C:5]1[N:10]=[CH:9][C:8]([C:11]2[N:12]([C:32]([N:34]3[CH2:39][CH2:38][N:37]([CH2:40][C:41]([NH:43][C:44]4[CH:45]=[N:46][CH:47]=[CH:48][CH:49]=4)=[O:42])[CH2:36][CH2:35]3)=[O:33])[C@@:13]([C:25]3[CH:30]=[CH:29][C:28]([Cl:31])=[CH:27][CH:26]=3)([CH3:24])[C@@:14]([C:17]3[CH:22]=[CH:21][C:20]([Cl:23])=[CH:19][CH:18]=3)([CH3:16])[N:15]=2)=[C:7]([O:50][CH2:51][CH3:52])[CH:6]=1)([CH3:4])([CH3:3])[CH3:2].[CH2:53](I)[CH3:54].[H-].[Na+]>>[C:1]([C:5]1[N:10]=[CH:9][C:8]([C:11]2[N:12]([C:32]([N:34]3[CH2:35][CH2:36][N:37]([CH2:40][C:41]([N:43]([CH2:53][CH3:54])[C:44]4[CH:45]=[N:46][CH:47]=[CH:48][CH:49]=4)=[O:42])[CH2:38][CH2:39]3)=[O:33])[C@@:13]([C:25]3[CH:26]=[CH:27][C:28]([Cl:31])=[CH:29][CH:30]=3)([CH3:24])[C@@:14]([C:17]3[CH:18]=[CH:19][C:20]([Cl:23])=[CH:21][CH:22]=3)([CH3:16])[N:15]=2)=[C:7]([O:50][CH2:51][CH3:52])[CH:6]=1)([CH3:2])([CH3:3])[CH3:4] |f:2.3|. Reported procedure: 2-{4-[(4S,5R)-2-(6-tert-Butyl-4-ethoxy-pyridin-3-yl)-4,5-bis-(4-chloro-phenyl)-4,5-dimethyl-4,5-dihydro-imidazole-1-carbonyl]-piperazin-1-yl}-N-pyridin-3-yl-acetamide (example 127) was treated with ethyl iodide (Aldrich) and sodium hydride to give the title compound. HR-MS (ES, m/z) calculated for C42H50Cl2N7O3 [(M+H)+] 770.3347, observed 770.3347. Starting materials: COCC1CN(C(O1)=O)C1=CC=C(C=C1)[C@@H]1CC[C@H](CC1)OCSC ((RS)-5-methoxymethyl-3-[4-(trans-4-methylsulfanylmethoxy-cyclohexyl)-phenyl]-oxazolidin-2-one), I(=O)(=O)(=O)[O-].[Na+] (sodium metaperiodate). Solvent: CO (methanol), O (water), O (water). Reaction conditions: time 24 hour. Product: CS(=O)CO[C@@H]1CC[C@H](CC1)C1=CC=C(C=C1)N1C(OC(C1)COC)=O ((RS)-3-[4-(trans-4-Methanesulfinylmethoxy-cyclohexyl)-phenyl]-5-methoxymethyl-oxazolidin-2-one). Reaction SMILES: [CH3:1][O:2][CH2:3][CH:4]1[O:8][C:7](=[O:9])[N:6]([C:10]2[CH:15]=[CH:14][C:13]([C@H:16]3[CH2:21][CH2:20][C@H:19]([O:22][CH2:23][S:24][CH3:25])[CH2:18][CH2:17]3)=[CH:12][CH:11]=2)[CH2:5]1.I([O-])(=O)(=O)=[O:27].[Na+]>CO.O>[CH3:25][S:24]([CH2:23][O:22][C@H:19]1[CH2:20][CH2:21][C@H:16]([C:13]2[CH:12]=[CH:11][C:10]([N:6]3[CH2:5][CH:4]([CH2:3][O:2][CH3:1])[O:8][C:7]3=[O:9])=[CH:15][CH:14]=2)[CH2:17][CH2:18]1)=[O:27] |f:1.2|. Procedure: 1.71 g (4.68 mmol) of (RS)-5-methoxymethyl-3-[4-(trans-4-methylsulfanylmethoxy-cyclohexyl)-phenyl]-oxazolidin-2-one were dissolved in 100 ml of methanol, cooled to 0° and treated dropwise while stirring during 40 minutes with a solution of 1.0 g (4.68 mmol) of sodium metaperiodate dissolved in 40 ml of water. The reaction mixture was held at about 4° for 24 hours. Thereafter, it was diluted with water and the product was extracted with methylene chloride. The organic phase was washed with water,...